From a dataset of the Open Reaction Database (ORD), a public repository of structured organic reaction records. describe an organic reaction: reactants, conditions, products, and yield The reactants are O (water), FC1=CC(=C(C(=O)OC)C=C1)OC (methyl 4-fluoro-2-methoxybenzoate), [H-].[H-].[H-].[H-].[Li+].[Al+3] (LiAlH4). Solvent: C1CCOC1 (THF), C1CCOC1 (THF), C1CCOC1 (THF). Conditions: time 1 hour. Yields the product FC1=CC(=C(CO)C=C1)OC (4-floro-2-methoxybenzylalcohol). Yield: 83.0%. As a reaction SMILES: [H-].[H-].[H-].[H-].[Li+].[Al+3].[F:7][C:8]1[CH:17]=[CH:16][C:11]([C:12](OC)=[O:13])=[C:10]([O:18][CH3:19])[CH:9]=1.O>C1COCC1>[F:7][C:8]1[CH:17]=[CH:16][C:11]([CH2:12][OH:13])=[C:10]([O:18][CH3:19])[CH:9]=1 |f:0.1.2.3.4.5|. Procedure: To a suspension of LiAlH4 (94.6 mg, 2.49 mmol) in THF (3 ml) was added dropwise a solution of methyl 4-fluoro-2-methoxybenzoate obtained in Example 23-2) (273.3 mg, 1.48 mmol) in THF (3 ml). The mixture was stirred for 1 hour. To the mixture was added dropwise aqueous THF followed by water. The mixture was extracted three times with ethyl acetate and dried over MgSO4. The solvent was evaporated to give the crude title compound (310.8 mg; 83%).